This data is from the Open Reaction Database (ORD), a public repository of structured organic reaction records. The task is: describe an organic reaction: reactants, conditions, products, and yield Reactants: OC1=C(C=CC(=C1)C)C(=O)C1=NOC(=C1)C ((2-hydroxy-4-methylphenyl)(5-methylisoxazol-3-yl)methanone), COC(C=P(C1=CC=CC=C1)(C1=CC=CC=C1)C1=CC=CC=C1)=O (methyl(triphenylphosphoranylidene)acetate). Solvent: C1(=CC=CC=C1)C (toluene). Yields the product CC1=CC=C2C(=CC(OC2=C1)=O)C1=NOC(=C1)C (7-methyl-4-(5-methylisoxazol-3-yl)-2H-chromen-2-one). As a reaction SMILES: [OH:1][C:2]1[CH:7]=[C:6]([CH3:8])[CH:5]=[CH:4][C:3]=1[C:9]([C:11]1[CH:15]=[C:14]([CH3:16])[O:13][N:12]=1)=O.C[O:18][C:19](=O)[CH:20]=P(C1C=CC=CC=1)(C1C=CC=CC=1)C1C=CC=CC=1>C1(C)C=CC=CC=1>[CH3:8][C:6]1[CH:7]=[C:2]2[C:3]([C:9]([C:11]3[CH:15]=[C:14]([CH3:16])[O:13][N:12]=3)=[CH:20][C:19](=[O:18])[O:1]2)=[CH:4][CH:5]=1. Procedure details: A solution of (2-hydroxy-4-methylphenyl)(5-methylisoxazol-3-yl)methanone from step 3 (0.93 g, 4.28 mmol) and methyl(triphenylphosphoranylidene)acetate (1.86 g, 5.57 mmol) in toluene (30 mL) was heated to 90° C. for 2 h, concentrated in vacuo, and the residue washed with Et2O and hot acetone to afford the title compound. 1H NMR (400 MHz, acetone-d6): 8.18 (d, 1H), 7.27-7.19 (m, 2H), 6.77 (s, 1H), 6.67 (s, 1H), 2.60 (s, 3H), 2.52 (s, 3H). Starting materials: [N+](=O)([O-])C=1C=C(C(=O)NC2=NN=NN2)C=CC1 (5-(3-nitrobenzoylamino)tetrazole), Cl (HCl). Reagents/catalysts: [Pd] (palladium on carbon). Run in C(C)O (ethanol). Reaction conditions: time 4 hour. The product is NC=1C=C(C(=O)NC2=NN=NN2)C=CC1 (5-(3-Aminobenzoylamino)tetrazole). RXN SMILES: [N+:1]([C:4]1[CH:5]=[C:6]([CH:15]=[CH:16][CH:17]=1)[C:7]([NH:9][C:10]1[NH:14][N:13]=[N:12][N:11]=1)=[O:8])([O-])=O.Cl>[Pd].C(O)C>[NH2:1][C:4]1[CH:5]=[C:6]([CH:15]=[CH:16][CH:17]=1)[C:7]([NH:9][C:10]1[NH:14][N:13]=[N:12][N:11]=1)=[O:8]. Procedure details: A mixture of 5-(3-nitrobenzoylamino)tetrazole (4.0 g), l0 palladium on carbon (1.0 g) in ethanol (200 ml) was stirred at room temperature in H2 gas at 3 atm. for 4 hours. The reaction mixture was poured into 1N HCl and filtered. 1N sodium hydroxide was added to the filtrate and the pH was adjusted to 5-6 to afford the white powder. 5-(3-Aminobenzoylamino)tetrazole was obtained by filtration, washed with water, and vacuumed to dryness.